describe an organic reaction: reactants, conditions, products, and yield From a dataset of the Open Reaction Database (ORD), a public repository of structured organic reaction records. The reactants are CS(=O)(=O)O (methanesulfonic acid), CC=1C=CC(=CC1)C (p-xylene), Mn(CH3CO2)2, C(C)(=O)O (acetic acid), O (water), Co(CH3CO2)2, solids. Product: C(C1=CC=C(C(=O)O)C=C1)(=O)O (terephthalic acid). Yield: 37.0%. RXN SMILES: [CH3:1][C:2]1[CH:3]=[CH:4]C(C)=[CH:6][CH:7]=1.[OH2:9].CS(O)(=O)=[O:12].[C:15]([OH:18])(=[O:17])[CH3:16]>>[C:15]([OH:18])(=[O:17])[C:16]1[CH:4]=[CH:3][C:2]([C:1]([OH:12])=[O:9])=[CH:7][CH:6]=1. Procedure details: The following materials were charged to the reactor: p-xylene 10 g; water 640 g, acetic acid 0.0 g, Co(CH3CO2)2 6H2O 1.08 g, Mn(CH3CO2)2 6H2O 3.37 g, 48% aqueous HBr 6.2 g, methanesulfonic acid 2.0 mL, for a total weight of 678 g. 1.3 g (active basis) Witconate AOS-2024™ surfactant was added. The pH of the reaction mixture was approximately 1.8. The reaction was stirred at 1600 rpm. The following results were obtained: mass solids 5.99 g (37% yield of terephthalic acid based on xylene, 37% conve...